Dataset: the Open Reaction Database (ORD), a public repository of structured organic reaction records. Task: describe an organic reaction: reactants, conditions, products, and yield The reactants are BrB(Br)Br, ClCCl, COc1ccc2c(c1)CCC1CCNC(=O)C(CC(C)NC(C)C)=C21, [Na+], [OH-], O. Yields the product CC(C)NC(C)CC1=C2c3ccc(O)cc3CCC2CCNC1=O. RXN SMILES: [B:26]([Br:27])([Br:28])[Br:29].[CH2:33]([Cl:34])[Cl:35].[CH:1]([CH3:2])([CH3:3])[NH:4][CH:5]([CH2:6][C:7]1=[C:13]2[CH:12]([CH2:11][CH2:10][NH:9][C:8]1=[O:24])[CH2:21][CH2:20][c:19]1[c:14]2[cH:15][cH:16][c:17]([O:22][CH3:23])[cH:18]1)[CH3:25].[Na+:32].[OH-:31].[OH2:30]>>[CH:1]([CH3:2])([CH3:3])[NH:4][CH:5]([CH2:6][C:7]1=[C:13]2[CH:12]([CH2:11][CH2:10][NH:9][C:8]1=[O:24])[CH2:21][CH2:20][c:19]1[c:14]2[cH:15][cH:16][c:17]([OH:22])[cH:18]1)[CH3:25].